Dataset: the Open Reaction Database (ORD), a public repository of structured organic reaction records. Task: describe an organic reaction: reactants, conditions, products, and yield Starting materials: C1(=CC=CC=C1)C1(CCNCC1)CNC(=O)C1=C(C=CC=C1)OC (4-phenyl-4-(3-(2-methoxyphenyl)-3-oxo-2-azaprop-1-yl)piperidine), N1=CC=CC=C1 (pyridine), C(C)(=O)OC(C)=O (acetic anhydride). Run in C(C)(=O)OCC (ethyl acetate). Yields the product C(C)(=O)N1CCC(CC1)(CNC(=O)C1=C(C=CC=C1)OC)C1=CC=CC=C1 (1-N-Acetyl-4-phenyl-4-(3-(2-methoxyphenyl)-3-oxo-2-azaprop-1-yl)piperidine). RXN SMILES: [C:1]1([C:7]2([CH2:13][NH:14][C:15]([C:17]3[CH:22]=[CH:21][CH:20]=[CH:19][C:18]=3[O:23][CH3:24])=[O:16])[CH2:12][CH2:11][NH:10][CH2:9][CH2:8]2)[CH:6]=[CH:5][CH:4]=[CH:3][CH:2]=1.N1C=CC=CC=1.[C:31](OC(=O)C)(=[O:33])[CH3:32]>C(OCC)(=O)C>[C:31]([N:10]1[CH2:9][CH2:8][C:7]([C:1]2[CH:2]=[CH:3][CH:4]=[CH:5][CH:6]=2)([CH2:13][NH:14][C:15]([C:17]2[CH:22]=[CH:21][CH:20]=[CH:19][C:18]=2[O:23][CH3:24])=[O:16])[CH2:12][CH2:11]1)(=[O:33])[CH3:32]. Procedure: A solution of 0.1 g (0.31 mmol) of 4-phenyl-4-(3-(2-methoxyphenyl)-3-oxo-2-azaprop-1-yl)piperidine (Example 2), 0.025 mL of pyridine (0.31 mmole) in 2 mL of acetic anhydride was mixed for 18 hr. The reaction was diluted with ethyl acetate and washed with saturated NaHCO3. The organic fraction was dried over MgSO4 and the filtrate was concentrated. The residue was purified by chromatography (silica, ethyl acetate) to give the title compound.